Task: describe an organic reaction: reactants, conditions, products, and yield. Dataset: the Open Reaction Database (ORD), a public repository of structured organic reaction records Starting materials: COCCBr, CC(C)(O)c1ccc(-c2cc(C(N)=O)c(Nc3cccc(CO)n3)s2)c(F)c1, [H-], [Na+], CN(C)C=O. The product is COCCOCc1cccc(Nc2sc(-c3ccc(C(C)(C)O)cc3F)cc2C(N)=O)n1. Reaction SMILES: [Br:31][CH2:32][CH2:33][O:34][CH3:35].[F:3][c:4]1[c:5](-[c:14]2[cH:15][c:16]([C:28](=[O:29])[NH2:30])[c:17]([NH:19][c:20]3[n:21][c:22]([CH2:26][OH:27])[cH:23][cH:24][cH:25]3)[s:18]2)[cH:6][cH:7][c:8]([C:10]([CH3:11])([CH3:12])[OH:13])[cH:9]1.[H-:2].[Na+:1].[O:36]=[CH:37][N:38]([CH3:39])[CH3:40]>>[F:3][c:4]1[c:5](-[c:14]2[cH:15][c:16]([C:28](=[O:29])[NH2:30])[c:17]([NH:19][c:20]3[n:21][c:22]([CH2:26][O:27][CH2:32][CH2:33][O:34][CH3:35])[cH:23][cH:24][cH:25]3)[s:18]2)[cH:6][cH:7][c:8]([C:10]([CH3:11])([CH3:12])[OH:13])[cH:9]1.